This data is from the Open Reaction Database (ORD), a public repository of structured organic reaction records. The task is: describe an organic reaction: reactants, conditions, products, and yield Reactants: C(C)N1C[C@H]2CC3=C(C[C@@]2(CC1)C1=CC(=CC=C1)OC)NC(=C3C)C(=O)N3CCCC3 ((±)-trans-6-ethyl-8a-(3-methoxyphenyl)-3-methyl-2-pyrrolidinocarbonyl-4,4a,5,6,7,8,8a,9-octahydro-1H-pyrrolo[2,3-g]isoquinoline), B(Br)(Br)Br (boron tribromide). Procedure details: 0.63 g (1.37 mmol) of (±)-trans-6-ethyl-8a-(3-methoxyphenyl)-3-methyl-2-pyrrolidinocarbonyl-4,4a,5,6,7,8,8a,9-octahydro-1H-pyrrolo[2,3-g]isoquinoline were treated with 0.77 ml (8.22 mmol) of boron tribromide as described in example 2. The residue was purified by flash chromatography (EtOAc/MeOH/conc. NH4OH 80:20:0.5). The resulting solid was triturated with Et2O, yielding 0.13 g of the title compound. M.p.=224°-226° C. RXN SMILES: [CH2:1]([N:3]1[CH2:12][CH2:11][C@:10]2([C:13]3[CH:18]=[CH:17][CH:16]=[C:15]([O:19]C)[CH:14]=3)[C@H:5]([CH2:6][C:7]3[C:23]([CH3:24])=[C:22]([C:25]([N:27]4[CH2:31][CH2:30][CH2:29][CH2:28]4)=[O:26])[NH:21][C:8]=3[CH2:9]2)[CH2:4]1)[CH3:2].B(Br)(Br)Br>>[CH2:1]([N:3]1[CH2:12][CH2:11][C@:10]2([C:13]3[CH:18]=[CH:17][CH:16]=[C:15]([OH:19])[CH:14]=3)[C@H:5]([CH2:6][C:7]3[C:23]([CH3:24])=[C:22]([C:25]([N:27]4[CH2:31][CH2:30][CH2:29][CH2:28]4)=[O:26])[NH:21][C:8]=3[CH2:9]2)[CH2:4]1)[CH3:2]. Isolated yield 23.3%. Yields the product C(C)N1C[C@H]2CC3=C(C[C@@]2(CC1)C1=CC(=CC=C1)O)NC(=C3C)C(=O)N3CCCC3 ((±)-trans-6-Ethyl-8a-(3-hydroxyphenyl)-3-methyl-2-pyrrolidinocarbonyl-4,4a,5,6,7,8,8a,9-octahydro-1H-pyrrolo[2,3-g]isoquinoline). Reactants: C(C)(C)(C)O[C@H](C(=O)OC)C=1C(=NC=2N(C1C1=CC=C(C=C1)C)N=C(C2)C2=CC(=CC=C2)Cl)C ((S)-methyl 2-(tert-butoxy)-2-(2-(3-chlorophenyl)-5-methyl-7-(p-tolyl)pyrazolo[1,5-a]pyrimidin-6-yl)acetate), [OH-].[Na+] (NaOH), Cl (HCl). The solvent is CO (MeOH). Yields the product C(C)(C)(C)O[C@H](C(=O)O)C=1C(=NC=2N(C1C1=CC=C(C=C1)C)N=C(C2)C2=CC(=CC=C2)Cl)C ((S)-2-(tert-butoxy)-2-(2-(3-chlorophenyl)-5-methyl-7-(p-tolyl)pyrazolo[1,5-a]pyrimidin-6-yl)acetic acid). Isolated yield 81.0%. Reaction SMILES: [C:1]([O:5][C@@H:6]([C:11]1[C:12]([CH3:34])=[N:13][C:14]2[N:15]([N:24]=[C:25]([C:27]3[CH:32]=[CH:31][CH:30]=[C:29]([Cl:33])[CH:28]=3)[CH:26]=2)[C:16]=1[C:17]1[CH:22]=[CH:21][C:20]([CH3:23])=[CH:19][CH:18]=1)[C:7]([O:9]C)=[O:8])([CH3:4])([CH3:3])[CH3:2].[OH-].[Na+].Cl>CO>[C:1]([O:5][C@@H:6]([C:11]1[C:12]([CH3:34])=[N:13][C:14]2[N:15]([N:24]=[C:25]([C:27]3[CH:32]=[CH:31][CH:30]=[C:29]([Cl:33])[CH:28]=3)[CH:26]=2)[C:16]=1[C:17]1[CH:18]=[CH:19][C:20]([CH3:23])=[CH:21][CH:22]=1)[C:7]([OH:9])=[O:8])([CH3:4])([CH3:3])[CH3:2] |f:1.2|. Reported procedure: A solution of (S)-methyl 2-(tert-butoxy)-2-(2-(3-chlorophenyl)-5-methyl-7-(p-tolyl)pyrazolo[1,5-a]pyrimidin-6-yl)acetate (0.01 g, 0.021 mmol) and 1M NaOH (0.209 ml, 0.209 mmol) in MeOH (3 mL) was heated at reflux for h. Then, cooled, neutralized with 1M HCl (1 mL), concentrated and the residue was taken up in Et2O (25 mL), washed with water (5 mL), brine (5 mL), dried (MgSO4), filtered and concentrated to give (S)-2-(tert-butoxy)-2-(2-(3-chlorophenyl)-5-methyl-7-(p-tolyl)pyrazolo[1,5-a]pyrimidin... Starting materials: Cl, CC(=O)NC1CCN(c2ccc([N+](=O)[O-])cc2)C1, [Na+], [OH-], O. The product is NC1CCN(c2ccc([N+](=O)[O-])cc2)C1. As a reaction SMILES: [ClH:19].[N+:1](=[O:2])([O-:3])[c:4]1[cH:5][cH:6][c:7]([N:10]2[CH2:11][CH:12]([NH:15][C:16](=[O:17])[CH3:18])[CH2:13][CH2:14]2)[cH:8][cH:9]1.[Na+:21].[OH-:20].[OH2:22]>>[N+:1](=[O:2])([O-:3])[c:4]1[cH:5][cH:6][c:7]([N:10]2[CH2:11][CH:12]([NH2:15])[CH2:13][CH2:14]2)[cH:8][cH:9]1. Reactants: NC(N)=NC=1SC=C(N1)C1=NC(=CC=C1)CO (2-(diaminomethyleneamino)-4-(6-hydroxymethylpyridin-2-yl)thiazole), S(=O)(Cl)Cl (thionyl chloride), C(C)OCC (diethyl ether). The solvent is ClCCl (dichloromethane), O1CCCC1 (tetrahydrofuran). Reaction conditions: time 70 hour. Yields the product ClCC1=CC=CC(=N1)C=1N=C(SC1)N=C(N)N (4-(6-chloromethylpyridin-2-yl)-2-(diaminomethyleneamino)thiazole). RXN SMILES: [NH2:1][C:2](=[N:4][C:5]1[S:6][CH:7]=[C:8]([C:10]2[CH:15]=[CH:14][CH:13]=[C:12]([CH2:16]O)[N:11]=2)[N:9]=1)[NH2:3].S(Cl)([Cl:20])=O.C(OCC)C>ClCCl.O1CCCC1>[Cl:20][CH2:16][C:12]1[N:11]=[C:10]([C:8]2[N:9]=[C:5]([N:4]=[C:2]([NH2:3])[NH2:1])[S:6][CH:7]=2)[CH:15]=[CH:14][CH:13]=1. Reported procedure: A mixture of 2-(diaminomethyleneamino)-4-(6-hydroxymethylpyridin-2-yl)thiazole (1.0 g) and thionyl chloride (10 ml) in a mixture of dichloromethane (10 ml) and tetrahydrofuran (10 ml) was stirred for 70 hours at ambient temperature. To the reaction mixture was added a diethyl ether (30 ml) and isolated precipitate was collected by filtration. The precipitate was added to a mixture of tetrahydrofuran, ethyl acetate and water and the mixture was adjusted to pH 9.5 with 20% aqueous potassium carbon... Reactants: O (Water), BrC1=C(C#N)C=C(C(=C1)F)F (2-bromo-4,5-difluorobenzonitrile), Cl.N[C@@H](C(=O)N)CC1=NC=CC=C1 ((R)-2-amino-3-(pyridin-2-yl)propanamide hydrochloride), CCN(C(C)C)C(C)C (DIEA). Run in CCOC(=O)C (EtOAc), CS(=O)C (DMSO). Product: BrC=1C(=CC(=C(C1)N[C@@H](C(=O)N)CC1=NC=CC=C1)F)C#N ((R)-2-(5-bromo-4-cyano-2-fluorophenylamino)-3-(pyridin-2-yl)propanamide). Yield: 109.7%. As a reaction SMILES: [Br:1][C:2]1[CH:9]=[C:8](F)[C:7]([F:11])=[CH:6][C:3]=1[C:4]#[N:5].Cl.[NH2:13][C@H:14]([CH2:18][C:19]1[CH:24]=[CH:23][CH:22]=[CH:21][N:20]=1)[C:15]([NH2:17])=[O:16].CCN(C(C)C)C(C)C.O>CS(C)=O.CCOC(C)=O>[Br:1][C:2]1[C:3]([C:4]#[N:5])=[CH:6][C:7]([F:11])=[C:8]([NH:13][C@H:14]([CH2:18][C:19]2[CH:24]=[CH:23][CH:22]=[CH:21][N:20]=2)[C:15]([NH2:17])=[O:16])[CH:9]=1 |f:1.2|. Reported procedure: A solution of 2-bromo-4,5-difluorobenzonitrile (150 mg, 0.688 mmol), (R)-2-amino-3-(pyridin-2-yl)propanamide hydrochloride (170 mg, 0.714 mmol) and DIEA (0.500 mL, 2.87 mmol) in DMSO (4 mL) was stirred at 120 C for 18 h. Water and EtOAc were added. The organic phase was separated, dried over Na2SO4, concentrated in vacuo to give (R)-2-(5-bromo-4-cyano-2-fluorophenylamino)-3-(pyridin-2-yl)propanamide (274 mg) The reactants are COC1=C2CCC=CC2=C(C=C1)OC (5,8-dimethoxy-3,4-dihydronaphthalene), COC1=C2CCC=CC2=C(C=C1)OC (5,8-dimethoxy-3,4-dihydronaphthalene), C(C)(=O)Cl (acetyl chloride), [Cl-].[Cl-].[Cl-].[Al+3] (aluminium trichloride), [Cl-].[Cl-].[Cl-].[Al+3] (aluminium trichloride), acyl chloride. Product: C(C)(=O)C1=CC2=C(C=CC(=C2CC1)OC)OC (2-acetyl-5,8-dimethoxy-3,4-dihydronaphthalene). RXN SMILES: [CH3:1][O:2][C:3]1[CH:12]=[CH:11][C:10]([O:13][CH3:14])=[C:9]2[C:4]=1[CH2:5][CH2:6][CH:7]=[CH:8]2.[C:15](Cl)(=[O:17])[CH3:16].[Cl-].[Cl-].[Cl-].[Al+3]>>[C:15]([C:6]1[CH2:7][CH2:8][C:9]2[C:4](=[C:3]([O:2][CH3:1])[CH:12]=[CH:11][C:10]=2[O:13][CH3:14])[CH:5]=1)(=[O:17])[CH3:16] |f:2.3.4.5|. Procedure details: In spite of the fact that in literature the attempts of acylating the compound II were reported as fruitless or non interesting because of the low yields, the 5,8-dimethoxy-3,4-dihydronaphthalene II is treated with acetyl chloride in the presence of an excess of aluminium trichloride, preferably 5-9 moles of aluminium trichloride for one mole of acyl chloride, at the temperature of −35°+25° C., preferably at 0° C. After the usual work-up and crystallisation with ethyl acetate, the product, 2-ace... Reactants: CN(C)CCN, O=c1c2ccccc2sc2c([N+](=O)[O-])ccc(Cl)c12, [K+], [K+], O=C([O-])[O-], Cc1ccccc1C. The product is CN(C)CCNc1ccc([N+](=O)[O-])c2sc3ccccc3c(=O)c12. Reaction SMILES: [CH3:1][N:2]([CH2:3][CH2:4][NH2:5])[CH3:6].[Cl:7][c:8]1[cH:9][cH:10][c:11]([N+:23](=[O:24])[O-:25])[c:12]2[s:13][c:14]3[cH:15][cH:16][cH:17][cH:18][c:19]3[c:20](=[O:22])[c:21]12.[K+:26].[K+:27].[O-:28][C:29]([O-:30])=[O:31].[c:32]1([CH3:33])[c:34]([CH3:35])[cH:36][cH:37][cH:38][cH:39]1>>[CH3:1][N:2]([CH2:3][CH2:4][NH:5][c:8]1[cH:9][cH:10][c:11]([N+:23](=[O:24])[O-:25])[c:12]2[s:13][c:14]3[cH:15][cH:16][cH:17][cH:18][c:19]3[c:20](=[O:22])[c:21]12)[CH3:6].